From a dataset of the Open Reaction Database (ORD), a public repository of structured organic reaction records. describe an organic reaction: reactants, conditions, products, and yield Reactants: N(=O)[O-].[Na+] (sodium nitrite), NC=1C=C(C=C(C1)Br)C(F)(F)F (3-Amino-5-bromobenzotrifluoride), Cl (hydrochloric acid), [Cl-].[Mg+2].[Cl-] (Magnesium chloride), S(=O)=O (sulfur dioxide), cupric chloride. Run in O (water), O (water), C(C)(=O)O (acetic acid), C1(=CC=CC=C1)C (toluene). Reaction conditions: temperature -5 celsius, time 16 hour. Product: BrC=1C=C(C=C(C1)C(F)(F)F)S(=O)(=O)N (3-Bromo-5-trifluoromethylbenzenesulfonamide). Reaction SMILES: N[C:2]1[CH:3]=[C:4]([C:9]([F:12])([F:11])[F:10])[CH:5]=[C:6]([Br:8])[CH:7]=1.Cl.[N:14]([O-])=O.[Na+].[Cl-].[Mg+2].[Cl-].[S:21](=[O:23])=[O:22]>O.C(O)(=O)C.C1(C)C=CC=CC=1>[Br:8][C:6]1[CH:7]=[C:2]([S:21]([NH2:14])(=[O:23])=[O:22])[CH:3]=[C:4]([C:9]([F:12])([F:11])[F:10])[CH:5]=1 |f:2.3,4.5.6|. Procedure details: 3-Amino-5-bromobenzotrifluoride was added to concentrated hydrochloric acid (20 ml) and cooled to −5° C. A saturated solution of sodium nitrite (3.88 g) in water (4 ml) was dropwise added at such a rate to maintain the temperature below 0° C. Magnesium chloride (8 g) was added (CARE: exotherm) and the resulting mixture added with stirring to a saturated solution of sulfur dioxide in acetic acid (37.5 ml) and toluene (20 ml), containing cupric chloride (2.75 g) at room temperature. The mixture wa... Reactants: O=C(O)c1cc(Cl)cc([N+](=O)[O-])c1Cl, Cl, O, [Sn]. The product is Nc1cc(Cl)cc(C(=O)O)c1Cl. Reaction SMILES: [Cl:1][c:2]1[c:3]([C:4](=[O:5])[OH:6])[cH:7][c:8]([Cl:14])[cH:9][c:10]1[N+:11]([O-:12])=[O:13].[ClH:16].[OH2:17].[Sn:15]>>[Cl:1][c:2]1[c:3]([C:4](=[O:5])[OH:6])[cH:7][c:8]([Cl:14])[cH:9][c:10]1[NH2:11]. Starting materials: [N+](=O)([O-])C1=C(N)C(=CC=C1)[N+](=O)[O-] (2,6-dinitroaniline), BrBr (bromine). The solvent is C(C)(=O)O (acetic acid). Yields the product BrC1=CC(=C(N)C(=C1)[N+](=O)[O-])[N+](=O)[O-] (4-bromo-2,6-dinitroaniline). Isolated yield 86.0%. RXN SMILES: [N+:1]([C:4]1[CH:10]=[CH:9][CH:8]=[C:7]([N+:11]([O-:13])=[O:12])[C:5]=1[NH2:6])([O-:3])=[O:2].[Br:14]Br>C(O)(=O)C>[Br:14][C:9]1[CH:10]=[C:4]([N+:1]([O-:3])=[O:2])[C:5]([NH2:6])=[C:7]([N+:11]([O-:13])=[O:12])[CH:8]=1. Procedure details: A mixture comprising 247.5 g (1.35 mol) 2,6-dinitroaniline, 2.5 L acetic acid and 250 mL bromine was heated to 100° C. for a few minutes. After cooling, the formed crystals were filtered and washed with n-hexane to give 304 g (86%) of the title compound. The reactants are BrCC1=CC(=C(C(=O)OC)C=C1)OC (methyl 4-bromomethyl-2-methoxybenzoate), C(C)(C)NC(C)C (diisopropylamine), C([O-])([O-])=O.[K+].[K+] (potassium carbonate), CN(C=O)C (dimethylformamide). The solvent is O (water). Run at temperature 80 celsius, time 2 hour. Yields the product C(C)(C)N(C(C)C)CC1=CC(=C(C(=O)O)C=C1)OC (4-(Diisopropylaminomethyl)-2-methoxybenzoic acid). As a reaction SMILES: Br[CH2:2][C:3]1[CH:12]=[CH:11][C:6]([C:7]([O:9]C)=[O:8])=[C:5]([O:13][CH3:14])[CH:4]=1.[CH:15]([NH:18][CH:19]([CH3:21])[CH3:20])([CH3:17])[CH3:16].C(=O)([O-])[O-].[K+].[K+].CN(C)C=O>O>[CH:15]([N:18]([CH2:2][C:3]1[CH:12]=[CH:11][C:6]([C:7]([OH:9])=[O:8])=[C:5]([O:13][CH3:14])[CH:4]=1)[CH:19]([CH3:21])[CH3:20])([CH3:17])[CH3:16] |f:2.3.4|. Procedure details: A mixture of methyl 4-bromomethyl-2-methoxybenzoate (2.59 g), diisopropylamine (3.92 ml), potassium carbonate (1.38 g) and dimethylformamide (30 ml) was stirred at 80° C. for 2 hours, to which was added water and extracted with ethyl acetate. The extract was washed with water, dried (MgSO4) and concentrated. The residue was dissolved in THF-EtOH (1:1, 30 ml), to which was added 1 N sodium hydroxide solution (15 ml) and the solution was stirred at 80° C. for 20 minutes. To the solution was added ... Reactants: Cl, O=N[O-], Nc1nnc(-c2ccc(Cl)cc2)s1, [Na+], O. Yields the product Clc1ccc(-c2nnc(Cl)s2)cc1. As a reaction SMILES: [ClH:1].[N:15]([O-:16])=[O:17].[NH2:2][c:3]1[s:4][c:5](-[c:8]2[cH:9][cH:10][c:11]([Cl:14])[cH:12][cH:13]2)[n:6][n:7]1.[Na+:18].[OH2:19]>>[Cl:1][c:3]1[s:4][c:5](-[c:8]2[cH:9][cH:10][c:11]([Cl:14])[cH:12][cH:13]2)[n:6][n:7]1. The reactants are ClCCl, C(=NC1CCCCC1)=NC1CCCCC1, CCC(C)(C)C(=O)C(=O)N1CCCCC1C(=O)O, CC1(C)C2CCC1(CS(=O)(=O)O)C(=O)C2, OCCCc1ccccc1. The product is CCC(C)(C)C(=O)C(=O)N1CCCCC1C(=O)OCCCc1ccccc1. RXN SMILES: [CH2:59]([Cl:60])[Cl:61].[CH:29]1([N:30]=[C:31]=[N:32][CH:33]2[CH2:34][CH2:35][CH2:36][CH2:37][CH2:38]2)[CH2:39][CH2:40][CH2:41][CH2:42][CH2:43]1.[O:1]=[C:2]([C:3]([C:4]([CH2:5][CH3:6])([CH3:7])[CH3:8])=[O:9])[N:10]1[CH:11]([C:16](=[O:17])[OH:18])[CH2:12][CH2:13][CH2:14][CH2:15]1.[O:44]=[S:45](=[O:46])([OH:47])[CH2:48][C:49]12[CH2:50][CH2:51][CH:52]([C:53]1([CH3:54])[CH3:55])[CH2:56][C:57]2=[O:58].[c:19]1([CH2:25][CH2:26][CH2:27][OH:28])[cH:20][cH:21][cH:22][cH:23][cH:24]1>>[O:1]=[C:2]([C:3]([C:4]([CH2:5][CH3:6])([CH3:7])[CH3:8])=[O:9])[N:10]1[CH:11]([C:16](=[O:17])[O:18][CH2:27][CH2:26][CH2:25][c:19]2[cH:20][cH:21][cH:22][cH:23][cH:24]2)[CH2:12][CH2:13][CH2:14][CH2:15]1. Reactants: C(C)(=O)O (acetic acid), Br (hydrogen bromide), COC1=CC=C2CCN(C(C2=C1)=O)CC=1C=NC=CC1 (3,4-dihydro-7-methoxy-2-(3-pyridylmethyl)-1 (2H)-isoquinolinone), [OH-].[Na+] (sodium hydroxide). Run in C(C)(=O)OCC (ethyl acetate). Product: OC1=CC=C2CCN(C(C2=C1)=O)CC=1C=NC=CC1 (3,4-dihydro-7-hydroxy-2-(3-pyridylmethyl)-1 (2H)-isoquinolinone). Isolated yield 46.7%. Reaction SMILES: Br.C[O:3][C:4]1[CH:13]=[C:12]2[C:7]([CH2:8][CH2:9][N:10]([CH2:15][C:16]3[CH:17]=[N:18][CH:19]=[CH:20][CH:21]=3)[C:11]2=[O:14])=[CH:6][CH:5]=1.[OH-].[Na+].C(O)(=O)C>C(OCC)(=O)C>[OH:3][C:4]1[CH:13]=[C:12]2[C:7]([CH2:8][CH2:9][N:10]([CH2:15][C:16]3[CH:17]=[N:18][CH:19]=[CH:20][CH:21]=3)[C:11]2=[O:14])=[CH:6][CH:5]=1 |f:2.3|. Procedure: To 84 ml of 47% aqueous hydrogen bromide was added 11.3 g of 3,4-dihydro-7-methoxy-2-(3-pyridylmethyl)-1 (2H)-isoquinolinone, and the mixture was refluxed under heating for 4.5 hours. After ice cooling, the mixture was neutralized with aqueous sodium hydroxide, made weakly acidic with acetic acid and shaken with ethyl acetate. The organic layer was washed with water and saturated brine in order, dried over anhydrous magnesium sulfate and concentrated in vacuo. The resultant residue was chromatog... Starting materials: OC1=CC=C(C=CC(=O)O)C=C1 (4-hydroxy-cinnamic acid), N1C=NC=C1 (imidazole), [Si](C)(C)(C(C)(C)C)Cl (Tert-butyldimethylsilyl chloride). The solvent is CN(C=O)C (dimethylformamide). Run at time 30 minute. The product is [Si](C)(C)(C(C)(C)C)OC1=CC=C(/C=C/C(=O)O)C=C1 (trans-4-tert-butyldimethylsilyloxy-cinnamic acid). Yield: 58.0%. Reaction SMILES: [OH:1][C:2]1[CH:12]=[CH:11][C:5]([CH:6]=[CH:7][C:8]([OH:10])=[O:9])=[CH:4][CH:3]=1.N1C=CN=C1.[Si:18](Cl)([C:21]([CH3:24])([CH3:23])[CH3:22])([CH3:20])[CH3:19]>CN(C)C=O>[Si:18]([O:1][C:2]1[CH:3]=[CH:4][C:5](/[CH:6]=[CH:7]/[C:8]([OH:10])=[O:9])=[CH:11][CH:12]=1)([C:21]([CH3:24])([CH3:23])[CH3:22])([CH3:20])[CH3:19]. Procedure details: 4-hydroxy-cinnamic acid (4.21 g, 25.67 mmol) and imidazole (5.24 g, 77.01 mmol) were charged in a 250 mL round-bottom flask and dissolved in 25 mL of dimethylformamide. Tert-butyldimethylsilyl chloride (8.12 g, 83.90 mmol) was added thereto at 0° C., followed by stirring for 30 minutes. The reaction liquid was concentrated by distillation under reduced pressure and dichloromethane (50 mL) was added thereto, followed by washing with water. The organic layer was dried over anhydrous magnesium sulf... Starting materials: ester, COC(CC1=CC(=CC=C1)OCC1=NC2=CC=CC=C2C=C1)=O (Methyl-3-[(2-quinolinyl)methoxy]benzeneacetate), [OH-].[Na+] (NaOH). The solvent is O1CCCC1 (tetrahydrofuran). Product: N1=C(C=CC2=CC=CC=C12)COC=1C=C(C=CC1)CC(=O)O (3-[(2-Quinolinyl)methoxy]benzeneacetic acid). Isolated yield 94.0%. Reaction SMILES: C[O:2][C:3](=[O:23])[CH2:4][C:5]1[CH:10]=[CH:9][CH:8]=[C:7]([O:11][CH2:12][C:13]2[CH:22]=[CH:21][C:20]3[C:15](=[CH:16][CH:17]=[CH:18][CH:19]=3)[N:14]=2)[CH:6]=1.[OH-].[Na+]>O1CCCC1>[N:14]1[C:15]2[C:20](=[CH:19][CH:18]=[CH:17][CH:16]=2)[CH:21]=[CH:22][C:13]=1[CH2:12][O:11][C:7]1[CH:6]=[C:5]([CH2:4][C:3]([OH:23])=[O:2])[CH:10]=[CH:9][CH:8]=1 |f:1.2|. Procedure details: The ester of (A) above (19.5 g, 63.4 mmol) is dissolved in tetrahydrofuran (150 ml) and 1N NaOH (150 ml) is added. The reaction is heated at reflux for 3 hours. The tetrahydrofuran is removed in vacuo and the remaining solution is adjusted to pH 3 using 1N HCl. A precipitate forms which is filtered and dried, giving 17.5 g (94% yield) of product, m.p. 128°-130° C.